This data is from the Open Reaction Database (ORD), a public repository of structured organic reaction records. The task is: describe an organic reaction: reactants, conditions, products, and yield Reactants: O=c1c(C2=NS(=O)(=O)c3cc(OCc4ccccc4)ccc3N2)c(O)c2ccccc2n1NCC1CC1, O=C[O-], [NH4+], [OH-], [OH-], [Pd+2]. As a reaction SMILES: [CH2:1]([c:2]1[cH:3][cH:4][cH:5][cH:6][cH:7]1)[O:8][c:9]1[cH:10][c:11]2[c:12]([cH:36][cH:37]1)[NH:13][C:14]([c:19]1[c:20](=[O:35])[n:21]([NH:30][CH2:31][CH:32]3[CH2:33][CH2:34]3)[c:22]3[cH:23][cH:24][cH:25][cH:26][c:27]3[c:28]1[OH:29])=[N:15][S:16]2(=[O:17])=[O:18].[CH:38]([O-:39])=[O:40].[NH4+:41].[OH-:42].[OH-:44].[Pd+2:43]>>[OH:8][c:9]1[cH:10][c:11]2[c:12]([cH:36][cH:37]1)[NH:13][C:14]([c:19]1[c:20](=[O:35])[n:21]([NH:30][CH2:31][CH:32]3[CH2:33][CH2:34]3)[c:22]3[cH:23][cH:24][cH:25][cH:26][c:27]3[c:28]1[OH:29])=[N:15][S:16]2(=[O:17])=[O:18]. Yields the product O=c1c(C2=NS(=O)(=O)c3cc(O)ccc3N2)c(O)c2ccccc2n1NCC1CC1. Reaction SMILES: [C:34](=[O:35])([O-:36])[OH:37].[CH3:39][CH2:40][O:41][C:42](=[O:43])[CH3:44].[NH2:1][CH:2]([CH:3]([OH:4])[c:5]1[c:6]([F:11])[cH:7][cH:8][cH:9][cH:10]1)[CH2:12][c:13]1[cH:14][cH:15][c:16]([C:19]([F:20])([F:21])[F:22])[cH:17][cH:18]1.[Na+:38].[OH2:45].[c:23]1([CH2:29][CH2:30][C:31](=[O:32])[Cl:33])[cH:24][cH:25][cH:26][cH:27][cH:28]1>>[NH:1]([CH:2]([CH:3]([OH:4])[c:5]1[c:6]([F:11])[cH:7][cH:8][cH:9][cH:10]1)[CH2:12][c:13]1[cH:14][cH:15][c:16]([C:19]([F:20])([F:21])[F:22])[cH:17][cH:18]1)[C:31]([CH2:30][CH2:29][c:23]1[cH:24][cH:25][cH:26][cH:27][cH:28]1)=[O:32]. Yields the product O=C(CCc1ccccc1)NC(Cc1ccc(C(F)(F)F)cc1)C(O)c1ccccc1F. The reactants are O=C([O-])O, CCOC(C)=O, NC(Cc1ccc(C(F)(F)F)cc1)C(O)c1ccccc1F, [Na+], O, O=C(Cl)CCc1ccccc1. Reaction SMILES: [H-].[Na+].Cl[CH2:4][CH2:5][S:6](Cl)(=[O:8])=[O:7].C1COCC1.[CH3:15][O:16][C:17]1[CH:26]=[C:25]2[C:20]([CH:21]=[CH:22][C:23]([O:27][C:28]3[C:29]([NH2:34])=[N:30][CH:31]=[CH:32][CH:33]=3)=[CH:24]2)=[CH:19][CH:18]=1>O>[CH3:15][O:16][C:17]1[CH:26]=[C:25]2[C:20]([CH:21]=[CH:22][C:23]([O:27][C:28]3[C:29]4=[N:34][S:6](=[O:8])(=[O:7])[CH2:5][CH2:4][N:30]4[CH:31]=[CH:32][CH:33]=3)=[CH:24]2)=[CH:19][CH:18]=1 |f:0.1|. Procedure: To a mixture of sodium hydride (60%, 375 mg), 2-chloroethanesulfonyl chloride (612 mg) and dehydrated THF (15 mL) was added a mixture of 3-[(7-methoxynaphthalen-2-yl)oxy]pyridin-2-amine (500 mg) and dehydrated THF (15 mL) at room temperature. The reaction mixture was stirred for 2 hr, water was added, and THF was evaporated under reduced pressure. The resulting precipitate was washed with water and diisopropyl ether to give the title compound (348 mg) as a pale-brown solid. The obtained solid wa... Run in O (water). The product is COC1=CC=C2C=CC(=CC2=C1)OC1=CC=CN2C1=NS(CC2)(=O)=O (9-[(7-methoxynaphthalen-2-yl)oxy]-3,4-dihydropyrido[2,1-c][1,2,4]thiadiazine 2,2-dioxide). Reactants: [H-].[Na+] (sodium hydride), ClCCS(=O)(=O)Cl (2-chloroethanesulfonyl chloride), C1CCOC1 (THF), COC1=CC=C2C=CC(=CC2=C1)OC=1C(=NC=CC1)N (3-[(7-methoxynaphthalen-2-yl)oxy]pyridin-2-amine), C1CCOC1 (THF). Yield: 52.0%. Run at time 2 hour. The reactants are C(=O)C=1C=C(C(=O)OC(C)(C)C)C=CC1 (tert-butyl 3-formylbenzoate), ClC=1C=C(C=C(C1)Cl)NC1=NNC(=N1)N (N3-(3,5-dichlorophenyl)-1H-1,2,4-triazole-3,5-diamine), 2, C(=O)C=1C=C(C(=O)OC(C)(C)C)C=CC1 (tert-butyl 3-formylbenzoate), [BH4-].[Na+] (NaBH4). Solvent: CO (MeOH). Yields the product ClC=1C=C(C=C(C1)Cl)NC1=NNC(=N1)NCC=1C=C(C(=O)OC(C)(C)C)C=CC1 (tert-butyl 3-((3-(3,5-dichlorophenylamino)-1H-1,2,4-triazol-5-ylamino)methyl)benzoate). Reaction SMILES: [Cl:1][C:2]1[CH:3]=[C:4]([NH:9][C:10]2[N:14]=[C:13]([NH2:15])[NH:12][N:11]=2)[CH:5]=[C:6]([Cl:8])[CH:7]=1.[CH:16]([C:18]1[CH:19]=[C:20]([CH:28]=[CH:29][CH:30]=1)[C:21]([O:23][C:24]([CH3:27])([CH3:26])[CH3:25])=[O:22])=O.[BH4-].[Na+]>CO>[Cl:1][C:2]1[CH:3]=[C:4]([NH:9][C:10]2[N:14]=[C:13]([NH:15][CH2:16][C:18]3[CH:19]=[C:20]([CH:28]=[CH:29][CH:30]=3)[C:21]([O:23][C:24]([CH3:27])([CH3:25])[CH3:26])=[O:22])[NH:12][N:11]=2)[CH:5]=[C:6]([Cl:8])[CH:7]=1 |f:2.3|. Procedure details: A solution of N3-(3,5-dichlorophenyl)-1H-1,2,4-triazole-3,5-diamine Intermediate 2 (70 mg, 287 μmol) and and tert-butyl 3-formylbenzoate (150 mg, 727 μmol) in MeOH (3 ml) was stirred at 45° C. for 2 days, added more tert-butyl 3-formylbenzoate (30 mg, 145 μmol) and stirring continued for 6 more days. NaBH4 (65.1 mg, 1.72 mmol) was added and the reaction was stirred for 1 hour. The solvent was removed, and the reaction mixture was redissolved in EtOAc (5 ml) and washed with water (2×4 ml), dried ... The reactants are CC(CCOC1=CC=C(C(=O)O)C=C1)CCC(C(C)C)C (p-[(3,6,7-trimethyloctyl)oxy]benzoic acid), C(C#C)Br (propargyl bromide). Product: C(C#C)OC(C1=CC=C(C=C1)OCCC(CCC(C(C)C)C)C)=O (p-[(3,6,7-trimethyloctyl)oxy]benzoic acid propargyl ester). Reaction SMILES: [CH3:1][CH:2]([CH2:15][CH2:16][CH:17]([CH3:21])[CH:18]([CH3:20])[CH3:19])[CH2:3][CH2:4][O:5][C:6]1[CH:14]=[CH:13][C:9]([C:10]([OH:12])=[O:11])=[CH:8][CH:7]=1.[CH2:22](Br)[C:23]#[CH:24]>>[CH2:24]([O:11][C:10](=[O:12])[C:9]1[CH:8]=[CH:7][C:6]([O:5][CH2:4][CH2:3][CH:2]([CH3:1])[CH2:15][CH2:16][CH:17]([CH3:21])[CH:18]([CH3:20])[CH3:19])=[CH:14][CH:13]=1)[C:23]#[CH:22]. Procedure details: By utilizing the procedure of Example 8, by reacting p-[(3,6,7-trimethyloctyl)oxy]benzoic acid with propargyl bromide, there is obtained p-[(3,6,7-trimethyloctyl)oxy]benzoic acid propargyl ester; B.P. 153°-154°C/0.05 mmHg. Reactants: CCCCc1nc2ccc(NC(=O)OC3CCCCC3)cc2n1Cc1ccc(-c2ccccc2C(=O)OC(C)(C)C)cc1, ClCCl, O=C(O)C(F)(F)F. Yields the product CCCCc1nc2ccc(NC(=O)OC3CCCCC3)cc2n1Cc1ccc(-c2ccccc2C(=O)O)cc1. Reaction SMILES: [CH2:1]([CH2:2][CH2:3][CH3:4])[c:5]1[n:6][c:7]2[c:8]([n:9]1[CH2:10][c:11]1[cH:12][cH:13][c:14](-[c:17]3[c:18]([C:23](=[O:24])[O:25][C:26]([CH3:27])([CH3:28])[CH3:29])[cH:19][cH:20][cH:21][cH:22]3)[cH:15][cH:16]1)[cH:30][c:31]([NH:34][C:35](=[O:36])[O:37][CH:38]1[CH2:39][CH2:40][CH2:41][CH2:42][CH2:43]1)[cH:32][cH:33]2.[CH2:51]([Cl:52])[Cl:53].[OH:44][C:45]([C:46]([F:47])([F:48])[F:49])=[O:50]>>[CH2:1]([CH2:2][CH2:3][CH3:4])[c:5]1[n:6][c:7]2[c:8]([n:9]1[CH2:10][c:11]1[cH:12][cH:13][c:14](-[c:17]3[c:18]([C:23](=[O:24])[OH:25])[cH:19][cH:20][cH:21][cH:22]3)[cH:15][cH:16]1)[cH:30][c:31]([NH:34][C:35](=[O:36])[O:37][CH:38]1[CH2:39][CH2:40][CH2:41][CH2:42][CH2:43]1)[cH:32][cH:33]2.